From a dataset of the Open Reaction Database (ORD), a public repository of structured organic reaction records. describe an organic reaction: reactants, conditions, products, and yield Starting materials: C(C)(C)N(C(C)C)CC (N,N-diisopropylethylamine), NC1=CC(=NC(=C1C#N)C1=CSC=C1)C(=O)O (4-amino-5-cyano-6-thien-3-ylpyridine-2-carboxylic acid), N1=CC(=CC=C1)CN (C-pyridin-3-yl-methylamine), F[B-](F)(F)F.N1(N=NC2=C1C=CC=C2)OC(=[N+](C)C)N(C)C (O-benzotriazol-1-yl-N,N,N′,N′-tetramethyluronium tetrafluoroborate). Run in CN(C=O)C (N,N-dimethylformamide), C(C)#N (acetonitrile). Conditions: time 3 hour. The product is NC1=CC(=NC(=C1C#N)C1=CSC=C1)C(=O)NCC=1C=NC=CC1 (4-amino-5-cyano-N-(pyridin-3-ylmethyl)-6-thien-3-ylpyridine-2-carboxamide). The yield is 584.4%. Reaction SMILES: [NH2:1][C:2]1[C:7]([C:8]#[N:9])=[C:6]([C:10]2[CH:14]=[CH:13][S:12][CH:11]=2)[N:5]=[C:4]([C:15]([OH:17])=O)[CH:3]=1.[N:18]1[CH:23]=[CH:22][CH:21]=[C:20]([CH2:24][NH2:25])[CH:19]=1.F[B-](F)(F)F.N1(OC(N(C)C)=[N+](C)C)C2C=CC=CC=2N=N1.C(N(CC)C(C)C)(C)C>CN(C)C=O.C(#N)C>[NH2:1][C:2]1[C:7]([C:8]#[N:9])=[C:6]([C:10]2[CH:14]=[CH:13][S:12][CH:11]=2)[N:5]=[C:4]([C:15]([NH:25][CH2:24][C:20]2[CH:19]=[N:18][CH:23]=[CH:22][CH:21]=2)=[O:17])[CH:3]=1 |f:2.3|. Procedure: To a mixture of Example 266A (12 mg, 0.05 mmol), C-pyridin-3-yl-methylamine (6 μL, 0.1 mmol) in N,N-dimethylformamide (400 μL) was added O-benzotriazol-1-yl-N,N,N′,N′-tetramethyluronium tetrafluoroborate (17 mg, 0.053 mmol), followed by N,N-diisopropylethylamine (17 μL). The reaction mixture was stirred at ambient temperature for 3 hr. It was diluted with 1 mL acetonitrile and purified by reverse phase HPLC (0-70% CH3CN in 10 mM aq. ammonium acetate) to provide the titled compound as white solid... Starting materials: COC=1C=C(C=CC1)CCNC(CC1=CC=C(C=C1)OCC1=CC=CC=C1)=O (N-[2-(3-methoxyphenyl)ethyl]-2-[4-(phenylmethoxy)phenyl]acetamide), P(=O)(Cl)(Cl)Cl (phosphorous oxychloride), [BH4-].[Na+] (sodium borohydride). The solvent is C(C)#N (acetonitrile). Conditions: time 2 hour. The product is COC=1C=C2CCNC(C2=CC1)CC1=CC=C(C=C1)OCC1=CC=CC=C1 (6-Methoxy-1-[4-(phenylmethoxy)benzyl]-1,2,3,4-tetrahydroisoquinoline). Isolated yield 28.0%. Reaction SMILES: [CH3:1][O:2][C:3]1[CH:4]=[C:5]([CH2:9][CH2:10][NH:11][C:12](=O)[CH2:13][C:14]2[CH:19]=[CH:18][C:17]([O:20][CH2:21][C:22]3[CH:27]=[CH:26][CH:25]=[CH:24][CH:23]=3)=[CH:16][CH:15]=2)[CH:6]=[CH:7][CH:8]=1.P(Cl)(Cl)(Cl)=O.[BH4-].[Na+]>C(#N)C>[CH3:1][O:2][C:3]1[CH:4]=[C:5]2[C:6](=[CH:7][CH:8]=1)[CH:12]([CH2:13][C:14]1[CH:19]=[CH:18][C:17]([O:20][CH2:21][C:22]3[CH:27]=[CH:26][CH:25]=[CH:24][CH:23]=3)=[CH:16][CH:15]=1)[NH:11][CH2:10][CH2:9]2 |f:2.3|. Reported procedure: A solution of N-[2-(3-methoxyphenyl)ethyl]-2-[4-(phenylmethoxy)phenyl]acetamide (5.739 g, 15.3 mmol) and phosphorous oxychloride (15 mL) in acetonitrile (40 mL) under nitrogen was heated at 80° C. for 5 hours. Solvents were evaporated. Ethyl acetate was added and evaporated three times. The residue was dissolved in methanol (50 mL) and sodium borohydride (2.00 g, 52.9 mmol) was carefully added to the solution in small portions. After 2 hours, the reaction was quenched with water and extracted wi... The reactants are C(#N)C(=CNNC1=C(C=C(C=C1Cl)SC(F)(F)F)Cl)C#N (1-(2,2-dicyanethen-1-yl)-2-(2,6-dichloro-4-trifluoromethylthio-phenyl)-hydrazine), C (charcoal). Solvent: C(C)OCCO (ethylene glycol monoethyl ether). The product is NC1=C(C=NN1C1=C(C=C(C=C1Cl)SC(F)(F)F)Cl)C#N (5-amino-4-cyano-1-(2,6-dichloro-4-trifluoromethylthio-phenyl)-pyrazole). Yield: 69.4%. Reaction SMILES: [C:1]([C:3]([C:20]#[N:21])=[CH:4][NH:5][NH:6][C:7]1[C:12]([Cl:13])=[CH:11][C:10]([S:14][C:15]([F:18])([F:17])[F:16])=[CH:9][C:8]=1[Cl:19])#[N:2].C>C(OCCO)C>[NH2:2][C:1]1[N:6]([C:7]2[C:12]([Cl:13])=[CH:11][C:10]([S:14][C:15]([F:16])([F:17])[F:18])=[CH:9][C:8]=2[Cl:19])[N:5]=[CH:4][C:3]=1[C:20]#[N:21]. Procedure details: 14.1 g (0.04 mole) of 1-(2,2-dicyanethen-1-yl)-2-(2,6-dichloro-4-trifluoromethylthio-phenyl)-hydrazine in 30 ml of ethylene glycol monoethyl ether are heated under reflux for 2 hours. Active charcoal is added to the hot solution, the mixture is filtered and the filtrate is diluted with 60 ml of water. The precipitate which has separated out is filtered off with suction and dried. 9.8 g (70% of theory) of 5-amino-4-cyano-1-(2,6-dichloro-4-trifluoromethylthio-phenyl)-pyrazole of melting point 185°... Reactants: CCCCBr, CCOC(C)=O, CN(C)C=O, [H-], O=C(c1cccc([N+](=O)[O-])c1)c1ccc[nH]1, [Na+]. Yields the product CCCCn1cccc1C(=O)c1cccc([N+](=O)[O-])c1. Reaction SMILES: [Br:19][CH2:20][CH2:21][CH2:22][CH3:23].[CH3:24][CH2:25][O:26][C:27](=[O:28])[CH3:29].[CH3:30][N:31]([CH3:32])[CH:33]=[O:34].[H-:1].[N+:3](=[O:4])([O-:5])[c:6]1[cH:7][c:8]([C:9](=[O:10])[c:11]2[nH:12][cH:13][cH:14][cH:15]2)[cH:16][cH:17][cH:18]1.[Na+:2]>>[N+:3](=[O:4])([O-:5])[c:6]1[cH:7][c:8]([C:9](=[O:10])[c:11]2[n:12]([CH2:20][CH2:21][CH2:22][CH3:23])[cH:13][cH:14][cH:15]2)[cH:16][cH:17][cH:18]1. Run at temperature 45 celsius, time 8 hour. The reactants are C(#CCC)C=1C=C2C=NN(C2=CC1)C1OCCCC1 (5-(but-1-yn-1-yl)-1-(tetrahydro-2H-pyran-2-yl)-1H-indazole), C(#CCC)C=1C=C2C=NN(C2=CC1)C1OCCCC1 (5-(but-1-yn-1-yl)-1-(tetrahydro-2H-pyran-2-yl)-1H-indazole), IC1=CC=CC=C1 (iodobenzene), C(C)OC(/C=C/C1=CC=C(C=C1)B(O)O)=O ((E)-(4-(3-ethoxy-3-oxoprop-1-en-1-yl)phenyl)boronic acid), C(=O)([O-])[O-].[K+].[K+] (K2CO3), N#N (N2). The reagents and catalysts are C1=CC=C(C=C1)C#N.C1=CC=C(C=C1)C#N.Cl[Pd]Cl (Pd(PhCN)2Cl2). Yields the product C1(=CC=CC=C1)/C(=C(/C=1C=C2C=NN(C2=CC1)C1OCCCC1)\C1=CC=C(C=C1)/C=C/C(=O)OCC)/CC ((E)-Ethyl 3-(4-((E)-2-phenyl-1-(1-(tetrahydro-2H-pyran-2-yl)-1H-indazol-5-yl)but-1-en-1-yl)phenyl)acrylate). Reaction SMILES: [C:1]([C:5]1[CH:6]=[C:7]2[C:11](=[CH:12][CH:13]=1)[N:10]([CH:14]1[CH2:19][CH2:18][CH2:17][CH2:16][O:15]1)[N:9]=[CH:8]2)#[C:2][CH2:3][CH3:4].I[C:21]1[CH:26]=[CH:25][CH:24]=[CH:23][CH:22]=1.[CH2:27]([O:29][C:30](=[O:42])/[CH:31]=[CH:32]/[C:33]1[CH:38]=[CH:37][C:36](B(O)O)=[CH:35][CH:34]=1)[CH3:28].C([O-])([O-])=O.[K+].[K+].N#N>CN(C)C=O.C1C=CC(C#N)=CC=1.C1C=CC(C#N)=CC=1.Cl[Pd]Cl.CN(C)C=O.O>[C:21]1(/[C:2](/[CH2:3][CH3:4])=[C:1](\[C:36]2[CH:37]=[CH:38][C:33](/[CH:32]=[CH:31]/[C:30]([O:29][CH2:27][CH3:28])=[O:42])=[CH:34][CH:35]=2)/[C:5]2[CH:6]=[C:7]3[C:11](=[CH:12][CH:13]=2)[N:10]([CH:14]2[CH2:19][CH2:18][CH2:17][CH2:16][O:15]2)[N:9]=[CH:8]3)[CH:26]=[CH:25][CH:24]=[CH:23][CH:22]=1 |f:3.4.5,8.9.10,11.12|. Run in CN(C=O)C (N,N-dimethylformamide), CN(C=O)C.O (N,N-dimethylformamide water). Procedure details: A solution of 5-(but-1-yn-1-yl)-1-(tetrahydro-2H-pyran-2-yl)-1H-indazole (2.5 g, 9.83 mmol, Intermediate 3), iodobenzene (6 g, 29.5 mmol), (E)-(4-(3-ethoxy-3-oxoprop-1-en-1-yl)phenyl)boronic acid (6.49 g, 29.5 mmol), K2CO3 (4.08 g, 29.5 mmol), and N,N-dimethylformamide/water (2:1, 492 mL) was degassed with 3 vacuum/N2 cycles and then heated at 45° C. until it was a homogenous solution. A solution of Pd(PhCN)2Cl2 (38 mg, 0.098 mmol) in N,N-dimethylformamide (0.5 mL) was added. The resulting mixtu... Starting materials: [BH4-].[Na+] (NaBH4), CN1C=NS(C2=C1C=CC=N2)(=O)=O (4-METHYL-4H-PYRIDO[3,2-e][1,2,4]THIADIAZINE 1,1-DIOXIDE). The solvent is C(C)(C)O (isopropanol). Reaction conditions: time 45 minute. Product: CN1CNS(C2=C1C=CC=N2)(=O)=O (4-METHYL-2,3-DIHYDRO-4H-PYRIDO[3,2-e] [1,2,4]THIADIAZINE 1,1-DIOXIDE). RXN SMILES: [BH4-].[Na+].[CH3:3][N:4]1[C:9]2[CH:10]=[CH:11][CH:12]=[N:13][C:8]=2[S:7](=[O:15])(=[O:14])[N:6]=[CH:5]1>C(O)(C)C>[CH3:3][N:4]1[C:9]2[CH:10]=[CH:11][CH:12]=[N:13][C:8]=2[S:7](=[O:15])(=[O:14])[NH:6][CH2:5]1 |f:0.1|. Reported procedure: 0.08 g of NaBH4 is added to a solution of 0.1 g of 4-methyl-4H-pyrido[3,2-e][1,2,4]thiadiazine 1,1- dioxide (Example 63) in 6 cm3 of isopropanol. The mixture is kept stirring at ambient temperature for 45 minutes. The solvent is then removed under partial vacuum and the residue is treated with 5 cm3 of water. The suspension obtained is adjusted to a pH of 7 and then extracted with chloroform (3 times 100 cm3). The organic phase is washed with water (25 cm3), dried (MgSO4) and then concentrated t... Reactants: O=C([O-])[O-], CC(C)(C)CNc1nc(C#N)nc2ccc(O)cc12, ClCc1ccncc1, Cl, [Cs+], [Cs+], CN(C)C=O, O. Product: CC(C)(C)CNc1nc(C#N)nc2ccc(OCc3ccncc3)cc12. Reaction SMILES: [C:29](=[O:30])([O-:31])[O-:32].[CH3:1][C:2]([CH2:3][NH:4][c:5]1[n:6][c:7]([C:16]#[N:17])[n:8][c:9]2[cH:10][cH:11][c:12]([OH:15])[cH:13][c:14]12)([CH3:18])[CH3:19].[Cl:21][CH2:22][c:23]1[cH:24][cH:25][n:26][cH:27][cH:28]1.[ClH:20].[Cs+:33].[Cs+:34].[O:36]=[CH:37][N:38]([CH3:39])[CH3:40].[OH2:35]>>[CH3:1][C:2]([CH2:3][NH:4][c:5]1[n:6][c:7]([C:16]#[N:17])[n:8][c:9]2[cH:10][cH:11][c:12]([O:15][CH2:22][c:23]3[cH:24][cH:25][n:26][cH:27][cH:28]3)[cH:13][c:14]12)([CH3:18])[CH3:19]. Reactants: CC(C(=O)O)(C)NC1=C(C=CC(=C1)Cl)[N+](=O)[O-] (2-methyl-(5'-chloro-2'-nitroanilino)-propionic acid), [H][H] (Hydrogen). The reagents and catalysts are [Ni] (Raney nickel). Run in O1CCCC1 (tetrahydrofuran). Yields the product CC(C(=O)O)(C)NC1=C(C=CC(=C1)Cl)N (2-Methyl-(2'-amino-5'-chloranilino)-propionic acid). As a reaction SMILES: [CH3:1][C:2]([NH:7][C:8]1[CH:13]=[C:12]([Cl:14])[CH:11]=[CH:10][C:9]=1[N+:15]([O-])=O)([CH3:6])[C:3]([OH:5])=[O:4].[H][H]>O1CCCC1.[Ni]>[CH3:6][C:2]([NH:7][C:8]1[CH:13]=[C:12]([Cl:14])[CH:11]=[CH:10][C:9]=1[NH2:15])([CH3:1])[C:3]([OH:5])=[O:4]. Reported procedure: Using a one-liter autoclave, 53.4 g (0.206 mol) of 2-methyl-(5'-chloro-2'-nitroanilino)-propionic acid in solution in 500 ml of tetrahydrofuran are hydrogenated in the presence of 17 g of Raney nickel. Hydrogen pressure in the cold: 120 kg. Temperature 60° C. Duration: 1 hour. Pressure drop: The reactants are CC(=O)NCCCS(=O)(=O)OCC(C)(C)C(OCc1ccccc1)C(=O)OCOC(=O)Cc1ccccc1, CCO, O=C1c2ccccc2C(=O)N1CCCS(=O)(=O)Cl. Yields the product CC(=O)NCCCS(=O)(=O)OCC(C)(C)C(O)C(=O)OCOC(=O)Cc1ccccc1. As a reaction SMILES: [C:1]([CH3:2])(=[O:3])[NH:4][CH2:5][CH2:6][CH2:7][S:8](=[O:9])(=[O:10])[O:11][CH2:12][C:13]([CH:14]([C:15](=[O:16])[O:17][CH2:18][O:19][C:20]([CH2:21][c:22]1[cH:23][cH:24][cH:25][cH:26][cH:27]1)=[O:28])[O:29][CH2:30][c:31]1[cH:32][cH:33][cH:34][cH:35][cH:36]1)([CH3:37])[CH3:38].[CH3:57][CH2:58][OH:59].[Cl:39][S:40]([CH2:41][CH2:42][CH2:43][N:44]1[C:45](=[O:46])[c:47]2[cH:48][cH:49][cH:50][cH:51][c:52]2[C:53]1=[O:54])(=[O:55])=[O:56]>>[C:1]([CH3:2])(=[O:3])[NH:4][CH2:5][CH2:6][CH2:7][S:8](=[O:9])(=[O:10])[O:11][CH2:12][C:13]([CH:14]([C:15](=[O:16])[O:17][CH2:18][O:19][C:20]([CH2:21][c:22]1[cH:23][cH:24][cH:25][cH:26][cH:27]1)=[O:28])[OH:29])([CH3:37])[CH3:38]. Reactants: C(C)(C)OC(C)C (isopropyl ether), ClC1=CC=C(C=C1)C1=NC=2C(=NC=CC2)N1CC(=O)N(C)CCN(C)C (2-(4-chlorophenyl)-N-[2-(dimethylamino)ethyl]-N-methyl-3H-imidazo[4,5-b]pyridine-3-acetamide), Cl (hydrogen chloride). Run in C(C)(C)O (isopropyl alcohol), C(C)(C)O (isopropyl alcohol). Product: Cl.ClC1=CC=C(C=C1)C1=NC=2C(=NC=CC2)N1CC(=O)N(C)CCN(C)C (2-(4-Chlorophenyl)-N-[2-(dimethylamino)ethyl]-N-methyl-3H-imidazo[4,5-b]pyridine-3-acetamide hydrochloride). The yield is 163.0%. RXN SMILES: [Cl:1][C:2]1[CH:7]=[CH:6][C:5]([C:8]2[N:16]([CH2:17][C:18]([N:20]([CH2:22][CH2:23][N:24]([CH3:26])[CH3:25])[CH3:21])=[O:19])[C:11]3=[N:12][CH:13]=[CH:14][CH:15]=[C:10]3[N:9]=2)=[CH:4][CH:3]=1.Cl.C(OC(C)C)(C)C>C(O)(C)C>[ClH:1].[Cl:1][C:2]1[CH:7]=[CH:6][C:5]([C:8]2[N:16]([CH2:17][C:18]([N:20]([CH2:22][CH2:23][N:24]([CH3:26])[CH3:25])[CH3:21])=[O:19])[C:11]3=[N:12][CH:13]=[CH:14][CH:15]=[C:10]3[N:9]=2)=[CH:4][CH:3]=1 |f:4.5|. Reported procedure: A solution of crude 2-(4-chlorophenyl)-N-[2-(dimethylamino)ethyl]-N-methyl-3H-imidazo[4,5-b]pyridine-3-acetamide (2.5 g, 0.0067 mole) in hot isopropyl alcohol was treated with hydrogen chloride in isopropyl alcohol until the solution was acidic. Upon addition of isopropyl ether, solid precipitated. After cooling to room temperature, the solid was collected by filtration, rinsed with isopropyl ether, and dried under high vacuum to give 2.23 g (75%) of title compound, mp 239°-242° C.